From a dataset of the Open Reaction Database (ORD), a public repository of structured organic reaction records. describe an organic reaction: reactants, conditions, products, and yield The reactants are CCOc1cc2ccccc2cn1, ClCCl, O=C(OO)c1cccc(Cl)c1. Product: CCOc1cc2ccccc2c[n+]1[O-]. RXN SMILES: [CH2:1]([CH3:2])[O:3][c:4]1[n:5][cH:6][c:7]2[cH:8][cH:9][cH:10][cH:11][c:12]2[cH:13]1.[Cl:25][CH2:26][Cl:27].[OH:14][O:15][C:16]([c:17]1[cH:18][c:19]([Cl:20])[cH:21][cH:22][cH:23]1)=[O:24]>>[CH2:1]([CH3:2])[O:3][c:4]1[n+:5]([O-:14])[cH:6][c:7]2[cH:8][cH:9][cH:10][cH:11][c:12]2[cH:13]1. Starting materials: [Al+3], CCC(=O)Cl, [Cl-], [Cl-], [Cl-], ClC=CCl, Cl, c1ccc2c(c1)CCS2. Product: CCC(=O)c1ccc2c(c1)CCS2. As a reaction SMILES: [Al+3:2].[C:15]([CH2:16][CH3:17])(=[O:18])[Cl:19].[Cl-:1].[Cl-:3].[Cl-:4].[Cl:20][CH:21]=[CH:22][Cl:23].[ClH:14].[S:5]1[c:6]2[c:7]([cH:10][cH:11][cH:12][cH:13]2)[CH2:8][CH2:9]1>>[S:5]1[c:6]2[c:7]([cH:10][c:11]([C:15]([CH2:16][CH3:17])=[O:18])[cH:12][cH:13]2)[CH2:8][CH2:9]1. Reactants: [Br-], ClCCl, CCc1sc(C=O)cc1C(Nc1ccc(C(=O)OC)cc1)C1CCCCC1, [Mg+]C1CCCCC1, [Cl-], [NH4+], [Na+], [Na+], C1CCOC1, C1CCOC1, O=S([O-])[O-]. The product is CCc1sc(C(=O)C2CCCCC2)cc1C(Nc1ccc(C(=O)OC)cc1)C1CCCCC1. As a reaction SMILES: [Br-:33].[CH2:54]([Cl:55])[Cl:56].[CH:1]1([CH:7]([c:8]2[c:9]([CH2:15][CH3:16])[s:10][c:11]([CH:13]=[O:14])[cH:12]2)[NH:17][c:18]2[cH:19][cH:20][c:21]([C:22](=[O:23])[O:24][CH3:25])[cH:26][cH:27]2)[CH2:2][CH2:3][CH2:4][CH2:5][CH2:6]1.[CH:34]1([Mg+:40])[CH2:35][CH2:36][CH2:37][CH2:38][CH2:39]1.[Cl-:41].[NH4+:42].[Na+:47].[Na+:48].[O:28]1[CH2:29][CH2:30][CH2:31][CH2:32]1.[O:49]1[CH2:50][CH2:51][CH2:52][CH2:53]1.[S:43]([O-:44])([O-:45])=[O:46]>>[CH:1]1([CH:7]([c:8]2[c:9]([CH2:15][CH3:16])[s:10][c:11]([C:13](=[O:14])[CH:34]3[CH2:35][CH2:36][CH2:37][CH2:38][CH2:39]3)[cH:12]2)[NH:17][c:18]2[cH:19][cH:20][c:21]([C:22](=[O:23])[O:24][CH3:25])[cH:26][cH:27]2)[CH2:2][CH2:3][CH2:4][CH2:5][CH2:6]1.